From a dataset of the Open Reaction Database (ORD), a public repository of structured organic reaction records. describe an organic reaction: reactants, conditions, products, and yield Starting materials: Cl[Sn](Cl)(Cl)Cl (SnCl4), CC(CC1=CC=CC=C1)(C)C ((2,2-Dimethylpropyl)benzene), COC(Cl)Cl (dichloromethyl methyl ether). Solvent: ClCCl (dichloromethane). Run at temperature 0 celsius, time 20 minute. Product: CC(CC1=CC=C(C=O)C=C1)(C)C (4-(2,2-Dimethylpropyl)benzaldehyde). RXN SMILES: [CH3:1][C:2]([CH3:11])([CH3:10])[CH2:3][C:4]1[CH:9]=[CH:8][CH:7]=[CH:6][CH:5]=1.Cl[Sn](Cl)(Cl)Cl.[CH3:17][O:18]C(Cl)Cl>ClCCl>[CH3:1][C:2]([CH3:11])([CH3:10])[CH2:3][C:4]1[CH:9]=[CH:8][C:7]([CH:17]=[O:18])=[CH:6][CH:5]=1. Procedure details: (2,2-Dimethylpropyl)benzene (9.33 g, 63 mmol) was dissolved in dichloromethane (50 mL) and cooled to 0° C. on an ice bath. With vigorous stirring, SnCl4 (28.66 g, 110 mmol) was added all at once via syringe, followed by dropwise addition of dichloromethyl methyl ether (7.24 g, 63 mmol) over 10 min. After 20 min, the ice bath was removed, and the mixture was quenched by the addition of ice-water (100 mL). The aqueous layer was discarded and the organic phase was washed with water (3×25 mL), 3 N h...